describe an organic reaction: reactants, conditions, products, and yield From a dataset of the Open Reaction Database (ORD), a public repository of structured organic reaction records. Reaction SMILES: [C:1]([C:3]1[CH:8]=[CH:7][C:6](B(O)O)=[CH:5][CH:4]=1)#[N:2].Br[C:13]1[CH:14]=[N:15][CH:16]=[CH:17][C:18]=1[CH:19]([OH:21])[CH3:20].C(Cl)Cl.C([O-])([O-])=O.[Na+].[Na+]>CN(C=O)C.C1C=CC(P(C2C=CC=CC=2)[C-]2C=CC=C2)=CC=1.C1C=CC(P(C2C=CC=CC=2)[C-]2C=CC=C2)=CC=1.Cl[Pd]Cl.[Fe+2]>[OH:21][CH:19]([C:18]1[CH:17]=[CH:16][N:15]=[CH:14][C:13]=1[C:6]1[CH:7]=[CH:8][C:3]([C:1]#[N:2])=[CH:4][CH:5]=1)[CH3:20] |f:3.4.5,7.8.9.10|. Run in CN(C)C=O (DMF). Reactants: C(Cl)Cl (CH2Cl2), C(=O)([O-])[O-].[Na+].[Na+] (Na2CO3), C(#N)C1=CC=C(C=C1)B(O)O (4-cyano phenylboronic acid), BrC=1C=NC=CC1C(C)O (1-(3-Bromo-pyridin-4-yl)-ethanol). The product is OC(C)C1=C(C=NC=C1)C1=CC=C(C#N)C=C1 (4-[4-(1-Hydroxy-ethyl)-pyridin-3-yl]-benzonitrile). Reaction conditions: temperature 100 celsius. Procedure: To the solution of 4-cyano phenylboronic acid (220 mg, 1.50 mmol), 1-(3-Bromo-pyridin-4-yl)-ethanol (303 mg, 1.50 mmol) and PdCl2(dppf). CH2Cl2 adduct (98 mg, 0.12 mmol) in DMF (6 mL) was added 2M Na2CO3 solution (1.50 ml, 3.00 mmol) under Nitrogen atmosphere. The mixture was stirred and heated at 100° C. for 4 hrs. After letting cool to room temperature, solvent was removed in vacuo. The resulting residue was dissolved in DCM and sat. NH4Cl solution. After extraction with DCM and separation, th... The reagents and catalysts are C1=CC=C(C=C1)P([C-]2C=CC=C2)C3=CC=CC=C3.C1=CC=C(C=C1)P([C-]2C=CC=C2)C3=CC=CC=C3.Cl[Pd]Cl.[Fe+2] (PdCl2(dppf)). The yield is 50.5%. Starting materials: C(C)(C)(C)NC=1C(=NC2=CC=CC(=C2N1)C1=CC=2C(NCCC2N1)=O)C (2-(3-(tert-butylamino)-2-methylquinoxalin-5-yl)-6,7-dihydro-1H-pyrrolo[3,2-c]pyridin-4(5H)-one), CC(=O)OC(=O)C (Ac2O). Reagents/catalysts: CN(C)C=1C=CN=CC1 (DMAP). Run in N1=CC=CC=C1 (pyridine). Conditions: temperature 50 celsius, time 24 hour. The product is C(C)(=O)N1C(C2=C(CC1)NC(=C2)C2=C1N=C(C(=NC1=CC=C2)C)NC(C)(C)C)=O (5-acetyl-2-(3-(tert-butylamino)-2-methylquinoxalin-5-yl)-6,7-dihydro-1H-pyrrolo[3,2-c]pyridin-4(5H)-one). Yield: 22.8%. Reaction SMILES: [C:1]([NH:5][C:6]1[C:7]([CH3:26])=[N:8][C:9]2[C:14]([N:15]=1)=[C:13]([C:16]1[NH:24][C:23]3[CH2:22][CH2:21][NH:20][C:19](=[O:25])[C:18]=3[CH:17]=1)[CH:12]=[CH:11][CH:10]=2)([CH3:4])([CH3:3])[CH3:2].[CH3:27][C:28](OC(C)=O)=[O:29]>CN(C1C=CN=CC=1)C.N1C=CC=CC=1>[C:28]([N:20]1[CH2:21][CH2:22][C:23]2[NH:24][C:16]([C:13]3[CH:12]=[CH:11][CH:10]=[C:9]4[C:14]=3[N:15]=[C:6]([NH:5][C:1]([CH3:4])([CH3:3])[CH3:2])[C:7]([CH3:26])=[N:8]4)=[CH:17][C:18]=2[C:19]1=[O:25])(=[O:29])[CH3:27]. Procedure details: A mixture of 2-(3-(tert-butylamino)-2-methylquinoxalin-5-yl)-6,7-dihydro-1H-pyrrolo[3,2-c]pyridin-4(5H)-one (193) (0.13 g, 0.37 mmol), DMAP (0.45 g, 3.75 mmol), and Ac2O (0.35 mL, 3.75 mmol) in pyridine (2 mL) was stirred at 50° C. in 24h. The reaction mixture was cooled, concentrated to dryness, purified by ISCO (0-30% EtOAc/DCM) to give the title compound (33 mg, 22%). 1H NMR (400 MHz, DMSO-d6) δ ppm 12.11 (1H, br. s.), 7.75-7.88 (1H, m), 7.54-7.67 (1H, m), 7.35 (1H, t, J=7.8 Hz), 7.30 (1H, d,... Reactants: C(C)(C)(C)OC(=O)N1CC=2N(C=3C=CC(=CC3C2)C2=NC(=C(C=C2CC)C(=O)OC)OC)CC1 (tert-butyl-8-(3-ethyl-6-methoxy-5-(methoxycarbonyl)pyridin-2-yl)-3,4-dihydropyrazino[1,2-a]indole-2(1H)-carboxylate), Cl (HCl). Run at temperature 80 celsius. The product is C(C)C=1C=C(C(NC1C1=CC=2C=C3N(C2C=C1)CCNC3)=O)C(=O)O (5-ethyl-2-oxo-6-(1,2,3,4-tetrahydropyrazino[1,2-a]indol-8-yl)-1,2-dihydropyridine-3-carboxylic acid). The yield is 59.3%. As a reaction SMILES: C(OC([N:8]1[CH2:34][CH2:33][N:11]2[C:12]3[CH:13]=[CH:14][C:15]([C:19]4[C:24]([CH2:25][CH3:26])=[CH:23][C:22]([C:27]([O:29]C)=[O:28])=[C:21]([O:31]C)[N:20]=4)=[CH:16][C:17]=3[CH:18]=[C:10]2[CH2:9]1)=O)(C)(C)C.Cl>>[CH2:25]([C:24]1[CH:23]=[C:22]([C:27]([OH:29])=[O:28])[C:21](=[O:31])[NH:20][C:19]=1[C:15]1[CH:14]=[CH:13][C:12]2[N:11]3[CH2:33][CH2:34][NH:8][CH2:9][C:10]3=[CH:18][C:17]=2[CH:16]=1)[CH3:26]. Procedure details: To tert-butyl-8-(3-ethyl-6-methoxy-5-(methoxycarbonyl)pyridin-2-yl)-3,4-dihydropyrazino[1,2-a]indole-2(1H)-carboxylate (50 mg, 0.11 mmol) was added 6M HCl (1 mL) and the reaction mixture was heated to 80° C. for 1 h. The reaction mixture was then cooled to room temperature and concentrated to afford a crude residue that was triturated with Et2O. The precipitate was filtered and rinsed with Et2O to afford the title compound as a brown solid (22 mg, 50%).